This data is from the Open Reaction Database (ORD), a public repository of structured organic reaction records. The task is: describe an organic reaction: reactants, conditions, products, and yield Reactants: BrB(Br)Br, O=C([O-])O, ClCCl, ClCCl, COc1ccccc1C1=NN(c2ccccc2Br)C(=O)CO1, [Na+]. The product is O=C1COC(c2ccccc2O)=NN1c1ccccc1Br. RXN SMILES: [B:26]([Br:27])([Br:28])[Br:29].[C:30](=[O:31])([OH:32])[O-:33].[CH2:23]([Cl:24])[Cl:25].[CH2:35]([Cl:36])[Cl:37].[CH3:1][O:2][c:3]1[c:4]([C:9]2=[N:14][N:13]([c:15]3[c:16]([Br:21])[cH:17][cH:18][cH:19][cH:20]3)[C:12](=[O:22])[CH2:11][O:10]2)[cH:5][cH:6][cH:7][cH:8]1.[Na+:34]>>[OH:2][c:3]1[c:4]([C:9]2=[N:14][N:13]([c:15]3[c:16]([Br:21])[cH:17][cH:18][cH:19][cH:20]3)[C:12](=[O:22])[CH2:11][O:10]2)[cH:5][cH:6][cH:7][cH:8]1. The product is CCOC(=O)CC(Cc1cc(O)c2c(c1)C(=O)c1cccc(O)c1C2=O)(C(=O)OCC)C(=O)OCC. Reaction SMILES: [CH2:1]([CH3:2])[O:3][C:4]([CH:5]([CH2:6][C:7](=[O:8])[O:9][CH2:10][CH3:11])[C:12](=[O:13])[O:14][CH2:15][CH3:16])=[O:17].[ClH:40].[H-:19].[Na+:18].[O:41]=[CH:42][N:43]([CH3:44])[CH3:45].[OH2:46].[OH:20][c:21]1[cH:22][c:23]([CH2:38][Br:39])[cH:24][c:25]2[c:34]1[C:33](=[O:35])[c:32]1[c:27]([cH:28][cH:29][cH:30][c:31]1[OH:36])[C:26]2=[O:37]>>[CH2:1]([CH3:2])[O:3][C:4]([C:5]([CH2:6][C:7](=[O:8])[O:9][CH2:10][CH3:11])([C:12](=[O:13])[O:14][CH2:15][CH3:16])[CH2:38][c:23]1[cH:22][c:21]([OH:20])[c:34]2[c:25]([cH:24]1)[C:26](=[O:37])[c:27]1[cH:28][cH:29][cH:30][c:31]([OH:36])[c:32]1[C:33]2=[O:35])=[O:17]. Reactants: CCOC(=O)CC(C(=O)OCC)C(=O)OCC, Cl, [H-], [Na+], CN(C)C=O, O, O=C1c2cccc(O)c2C(=O)c2c(O)cc(CBr)cc21. Reactants: CCOC(=O)c1cccc(C2CCN(C(=O)OC(C)(C)C)CC2)c1, ClC(Cl)Cl, [O-][I+3]([O-])([O-])[O-], [Na+], O, O, O=[Ru]=O. The product is CCOC(=O)c1cccc(C2CCN(C(=O)OC(C)(C)C)C(=O)C2)c1. As a reaction SMILES: [CH2:1]([CH3:2])[O:3][C:4](=[O:5])[c:6]1[cH:7][c:8]([CH:12]2[CH2:13][CH2:14][N:15]([C:18](=[O:19])[O:20][C:21]([CH3:22])([CH3:23])[CH3:24])[CH2:16][CH2:17]2)[cH:9][cH:10][cH:11]1.[CH:31]([Cl:32])([Cl:33])[Cl:34].[I+3:25]([O-:26])([O-:27])([O-:28])[O-:29].[Na+:30].[OH2:35].[OH2:36].[Ru:37](=[O:38])=[O:39]>>[CH2:1]([CH3:2])[O:3][C:4](=[O:5])[c:6]1[cH:7][c:8]([CH:12]2[CH2:13][C:14](=[O:26])[N:15]([C:18](=[O:19])[O:20][C:21]([CH3:22])([CH3:23])[CH3:24])[CH2:16][CH2:17]2)[cH:9][cH:10][cH:11]1. Reactants: CN(C1=CC=C(C=O)C=C1)C (4-dimethylaminobenzaldehyde), C[Si](N[Si](C)(C)C)(C)C.[Li] (lithium hexamethyldisilazane), solution, C[Si](C)(C)C#C (trimethylsilylacetylene), C(C)OCC (ethyl ether). Run in O1CCCC1 (tetrahydrofuran), O1CCCC1 (tetrahydrofuran), O (water). Run at time 3 hour. Yields the product CN(C1=CC=C(C=C1)C(O)C#C[Si](C)(C)C)C (4-Dimethylamino-α-[(trimethylsilyl)ethynyl]-benzenemethanol). Isolated yield 91.3%. RXN SMILES: C[Si](C)(C)N[Si](C)(C)C.[Li].[CH3:11][Si:12]([C:15]#[CH:16])([CH3:14])[CH3:13].[CH3:17][N:18]([CH3:27])[C:19]1[CH:26]=[CH:25][C:22]([CH:23]=[O:24])=[CH:21][CH:20]=1.C(OCC)C>O1CCCC1.O>[CH3:17][N:18]([CH3:27])[C:19]1[CH:26]=[CH:25][C:22]([CH:23]([C:16]#[C:15][Si:12]([CH3:14])([CH3:13])[CH3:11])[OH:24])=[CH:21][CH:20]=1 |f:0.1,^1:9|. Procedure: Place lithium hexamethyldisilazane (12 mL of a 1 M solution in tetrahydrofuran, 12 mmol) under an argon atmosphere and cool to 0° C. Add trimethylsilylacetylene (1.7 mL, 12 mmol) and stir for 1 hour at 0° C. Add 4-dimethylaminobenzaldehyde (1.49 g, 10 mmol) in tetrahydrofuran (25 mL). Allow to warm to room temperature and stir for 3 hours. Pour the mixture into ethyl ether and water, separate the organic phase and evaporate the solvent in vacuo. Filter the oil through silica gel (20% ethyl aceta... Starting materials: C(C)OC(C(CCCCCBr)(C)C)=O (7-bromo-2,2-dimethylheptanoic acid ethyl ester), [Li+].[BH4-] (LiBH4), CO (methanol), Cl (hydrochloric acid), [H][H] (hydrogen), [Cl-].[NH4+] (ammonium chloride). Run in ClCCl (dichloromethane), ClCCl (dichloromethane). Run at temperature 45 celsius, time 30 minute. Yields the product BrCCCCCC(CO)(C)C (7-bromo-2,2-dimethylheptan-1-ol). Isolated yield 108.1%. As a reaction SMILES: [Li+].[BH4-].CO.[H][H].C([O:9][C:10](=O)[C:11]([CH3:19])([CH3:18])[CH2:12][CH2:13][CH2:14][CH2:15][CH2:16][Br:17])C.Cl.[Cl-].[NH4+]>ClCCl>[Br:17][CH2:16][CH2:15][CH2:14][CH2:13][CH2:12][C:11]([CH3:19])([CH3:18])[CH2:10][OH:9] |f:0.1,6.7|. Reported procedure: Under Ar atmosphere, to a stirred suspension solution of LiBH4 (5.55 g, 95%, 0.24 mol) in dichloromethane (80 mL) was added dropwise methanol (9.8 mL, 0.24 mol), keeping a gentle reflux while hydrogen gas was formed. The mixture was stirred for 30 min at 45° C. To this solution was added dropwise a solution of 7-bromo-2,2-dimethylheptanoic acid ethyl ester (43 g, 0.15 mol) in dichloromethane (120 mL) at such a rate as to maintain a gentle reflux. The reaction mixture was heated at reflux for 20 ... Reactants: F[B-](F)(F)F, CC(C)(C)c1cccc(C(C)(C)C)n1, C=CCCc1ccc(NC(=O)OCc2ccccc2)c(O)n1, C[O+](C)C, ClCCl. Yields the product C=CCCc1ccc(NC(=O)OCc2ccccc2)c(OC)n1. As a reaction SMILES: [B-:1]([F:2])([F:3])([F:4])[F:5].[C:10]([c:11]1[cH:12][cH:13][cH:14][c:15]([C:16]([CH3:17])([CH3:18])[CH3:19])[n:20]1)([CH3:21])([CH3:22])[CH3:23].[CH2:24]([c:25]1[cH:26][cH:27][cH:28][cH:29][cH:30]1)[O:31][C:32]([NH:33][c:34]1[c:35]([OH:44])[n:36][c:37]([CH2:40][CH2:41][CH:42]=[CH2:43])[cH:38][cH:39]1)=[O:45].[CH3:6][O+:7]([CH3:8])[CH3:9].[Cl:46][CH2:47][Cl:48]>>[CH3:6][O:44][c:35]1[c:34]([NH:33][C:32]([O:31][CH2:24][c:25]2[cH:26][cH:27][cH:28][cH:29][cH:30]2)=[O:45])[cH:39][cH:38][c:37]([CH2:40][CH2:41][CH:42]=[CH2:43])[n:36]1.